This data is from the Open Reaction Database (ORD), a public repository of structured organic reaction records. The task is: describe an organic reaction: reactants, conditions, products, and yield Reactants: CS(C)=O, Cc1cc(S(N)(=O)=O)ccc1NC(=O)CCl, Cc1ccc(-n2c(S)nnc2CF)c2ccccc12, [K+], [K+], O=C([O-])[O-], CN(C)C=O, O. The product is Cc1cc(S(N)(=O)=O)ccc1NC(=O)CSc1nnc(CF)n1-c1ccc(C)c2ccccc12. Reaction SMILES: [CH3:48][S:49]([CH3:50])=[O:51].[Cl:26][CH2:27][C:28](=[O:29])[NH:30][c:31]1[c:32]([CH3:41])[cH:33][c:34]([S:37]([NH2:38])(=[O:39])=[O:40])[cH:35][cH:36]1.[F:1][CH2:2][c:3]1[n:4](-[c:9]2[cH:10][cH:11][c:12]([CH3:19])[c:13]3[cH:14][cH:15][cH:16][cH:17][c:18]23)[c:5]([SH:8])[n:6][n:7]1.[K+:20].[K+:21].[O-:22][C:23]([O-:24])=[O:25].[O:43]=[CH:44][N:45]([CH3:46])[CH3:47].[OH2:42]>>[F:1][CH2:2][c:3]1[n:4](-[c:9]2[cH:10][cH:11][c:12]([CH3:19])[c:13]3[cH:14][cH:15][cH:16][cH:17][c:18]23)[c:5]([S:8][CH2:27][C:28](=[O:29])[NH:30][c:31]2[c:32]([CH3:41])[cH:33][c:34]([S:37]([NH2:38])(=[O:39])=[O:40])[cH:35][cH:36]2)[n:6][n:7]1. Yields the product CCN(C(=O)C1CC(C)N(C(=O)c2ccc(C(F)(F)F)cc2)c2ccccc21)c1ccc(Cl)cc1. Starting materials: CCNc1ccc(Cl)cc1, CC1CC(C(=O)O)c2ccccc2N1C(=O)c1ccc(C(F)(F)F)cc1, CCN=C=NCCCN(C)C, c1ccncc1. As a reaction SMILES: [CH2:27]([CH3:28])[NH:29][c:30]1[cH:31][cH:32][c:33]([Cl:36])[cH:34][cH:35]1.[CH3:1][CH:2]1[N:3]([C:15]([c:16]2[cH:17][cH:18][c:19]([C:22]([F:23])([F:24])[F:25])[cH:20][cH:21]2)=[O:26])[c:4]2[cH:5][cH:6][cH:7][cH:8][c:9]2[CH:10]([C:12](=[O:13])[OH:14])[CH2:11]1.[CH3:37][CH2:38][N:39]=[C:40]=[N:41][CH2:42][CH2:43][CH2:44][N:45]([CH3:46])[CH3:47].[cH:48]1[cH:49][cH:50][n:51][cH:52][cH:53]1>>[CH3:1][CH:2]1[N:3]([C:15]([c:16]2[cH:17][cH:18][c:19]([C:22]([F:23])([F:24])[F:25])[cH:20][cH:21]2)=[O:26])[c:4]2[cH:5][cH:6][cH:7][cH:8][c:9]2[CH:10]([C:12](=[O:13])[N:29]([CH2:27][CH3:28])[c:30]2[cH:31][cH:32][c:33]([Cl:36])[cH:34][cH:35]2)[CH2:11]1. The reactants are CCN(CC)CCOc1cccc(N)c1, CCN(CC)CCOc1cc(Nc2ncc(-c3ccc(OC)cc3)cn2)ccc1C(=O)OC, CO. Product: CCN(CC)CCOc1cc(N)ccc1C(=O)OC. As a reaction SMILES: [CH2:1]([N:2]([CH2:3][CH3:4])[CH2:5][CH2:6][O:7][c:8]1[cH:9][c:10]([NH2:11])[cH:12][cH:13][cH:14]1)[CH3:15].[CH3:16][O:17][C:18]([c:19]1[c:20]([O:40][CH2:41][CH2:42][N:43]([CH2:44][CH3:45])[CH2:46][CH3:47])[cH:21][c:22]([NH:25][c:26]2[n:27][cH:28][c:29](-[c:30]3[cH:31][cH:32][c:33]([O:34][CH3:35])[cH:36][cH:37]3)[cH:38][n:39]2)[cH:23][cH:24]1)=[O:48].[CH3:49][OH:50]>>[CH3:16][O:17][C:18]([c:19]1[c:20]([O:40][CH2:41][CH2:42][N:43]([CH2:44][CH3:45])[CH2:46][CH3:47])[cH:21][c:22]([NH2:25])[cH:23][cH:24]1)=[O:48].